The task is: describe an organic reaction: reactants, conditions, products, and yield. This data is from the Open Reaction Database (ORD), a public repository of structured organic reaction records. The product is CCCOc1cc(CNc2c([N+](=O)[O-])n[nH]c(=O)c2Cl)ccc1OC. RXN SMILES: [CH2:13]([CH2:14][CH3:15])[O:16][c:17]1[cH:18][c:19]([CH2:20][NH2:21])[cH:22][cH:23][c:24]1[O:25][CH3:26].[CH3:27][CH2:28][OH:29].[CH3:31][OH:32].[Cl:1][c:2]1[c:3](=[O:12])[nH:4][n:5][c:6]([N+:9](=[O:10])[O-:11])[c:7]1[Cl:8].[OH2:30]>>[Cl:1][c:2]1[c:3](=[O:12])[nH:4][n:5][c:6]([N+:9](=[O:10])[O-:11])[c:7]1[NH:21][CH2:20][c:19]1[cH:18][c:17]([O:16][CH2:13][CH2:14][CH3:15])[c:24]([O:25][CH3:26])[cH:23][cH:22]1. The reactants are CCCOc1cc(CN)ccc1OC, CCO, CO, O=c1[nH]nc([N+](=O)[O-])c(Cl)c1Cl, O. The reactants are C(C)OC(=O)C=1C=NN(C1)C1=NC2=CC(=C(C=C2C(N1)=O)OC1=C(C=CC=C1C)C)C (1-[6-(2,6-dimethyl-phenoxy)-7-methyl-4-oxo-3,4-dihydro-quinazolin-2-yl]-1H-pyrazole-4-carboxylic acid ethyl ester), [OH-].[K+] (KOH). The solvent is C1CCOC1 (THF). Run at time 4 hour. The product is CC1=C(OC=2C=C3C(NC(=NC3=CC2C)N2N=CC(=C2)C(=O)O)=O)C(=CC=C1)C (1-[6-(2,6-dimethyl-phenoxy)-7-methyl-4-oxo-3,4-dihydro-quinazolin-2-yl]-1H-pyrazole-4-carboxylic acid). Yield: 93.9%. Reaction SMILES: C([O:3][C:4]([C:6]1[CH:7]=[N:8][N:9]([C:11]2[NH:20][C:19](=[O:21])[C:18]3[C:13](=[CH:14][C:15]([CH3:31])=[C:16]([O:22][C:23]4[C:28]([CH3:29])=[CH:27][CH:26]=[CH:25][C:24]=4[CH3:30])[CH:17]=3)[N:12]=2)[CH:10]=1)=[O:5])C.[OH-].[K+]>C1COCC1>[CH3:29][C:28]1[CH:27]=[CH:26][CH:25]=[C:24]([CH3:30])[C:23]=1[O:22][C:16]1[CH:17]=[C:18]2[C:13](=[CH:14][C:15]=1[CH3:31])[N:12]=[C:11]([N:9]1[CH:10]=[C:6]([C:4]([OH:5])=[O:3])[CH:7]=[N:8]1)[NH:20][C:19]2=[O:21] |f:1.2|. Procedure: A mixture of 1-[6-(2,6-dimethyl-phenoxy)-7-methyl-4-oxo-3,4-dihydro-quinazolin-2-yl]-1H-pyrazole-4-carboxylic acid ethyl ester (0.25 g, 0.60 mmol), 1M aq. KOH (5.0 mL) and THF (5.0 mL) was stirred for 4 h. The mixture was concentrated to remove the THF and the aqueous residue was acidified to pH 2 with 1M aq. HCl. The resulting precipitate was collected by filtration to provide the titled compound (0.22 g, 93%). MS (ESI): mass calcd. for C21H18N4O4, 390.1; m/z found, 391.1 [M+H]+. 1H NMR (500 MH... RXN SMILES: [C:26](=[O:27])([O-:28])[O-:29].[CH3:41][CH2:42][O:43][C:44](=[O:45])[CH3:46].[K+:30].[K+:31].[NH2:1][c:2]1[cH:3][cH:4][c:5]([CH2:8][CH:9]([CH3:10])[N:11]([CH2:12][CH2:13][CH3:14])[CH2:15][CH:16]2[CH2:17][CH2:18][N:19]([S:22](=[O:23])(=[O:24])[CH3:25])[CH2:20][CH2:21]2)[cH:6][cH:7]1.[O:32]1[CH2:33][CH2:34][N:35]([C:38](=[O:39])[Cl:40])[CH2:36][CH2:37]1>>[NH:1]([c:2]1[cH:3][cH:4][c:5]([CH2:8][CH:9]([CH3:10])[N:11]([CH2:12][CH2:13][CH3:14])[CH2:15][CH:16]2[CH2:17][CH2:18][N:19]([S:22](=[O:23])(=[O:24])[CH3:25])[CH2:20][CH2:21]2)[cH:6][cH:7]1)[C:38]([N:35]1[CH2:34][CH2:33][O:32][CH2:37][CH2:36]1)=[O:39]. Product: CCCN(CC1CCN(S(C)(=O)=O)CC1)C(C)Cc1ccc(NC(=O)N2CCOCC2)cc1. The reactants are O=C([O-])[O-], CCOC(C)=O, [K+], [K+], CCCN(CC1CCN(S(C)(=O)=O)CC1)C(C)Cc1ccc(N)cc1, O=C(Cl)N1CCOCC1. Reactants: [Li]CCCC, CCCCCC, CC(=O)O, CC(C)NC(C)C, O=CN1CCCCC1, COc1cc(F)ccc1C#N, C1CCOC1, O. Yields the product COc1c(C#N)ccc(F)c1C=O. RXN SMILES: [CH2:8]([Li:9])[CH2:10][CH2:11][CH3:12].[CH3:37][CH2:38][CH2:39][CH2:40][CH2:41][CH3:42].[CH3:44][C:45](=[O:46])[OH:47].[CH:1]([NH:2][CH:3]([CH3:4])[CH3:5])([CH3:6])[CH3:7].[CH:24](=[O:25])[N:26]1[CH2:27][CH2:28][CH2:29][CH2:30][CH2:31]1.[F:13][c:14]1[cH:15][c:16]([O:22][CH3:23])[c:17]([C:18]#[N:19])[cH:20][cH:21]1.[O:32]1[CH2:33][CH2:34][CH2:35][CH2:36]1.[OH2:43]>>[F:13][c:14]1[c:15]([CH:24]=[O:25])[c:16]([O:22][CH3:23])[c:17]([C:18]#[N:19])[cH:20][cH:21]1. Starting materials: [BH4-], C1CCOC1, CO, COc1cc(N2CCC(N3CCN(S(C)(=O)=O)CC3)CC2)c(C)cc1[N+](=O)[O-], [Na+], Cl[Ni]Cl, O, O, O, O, O, O. The product is COc1cc(N2CCC(N3CCN(S(C)(=O)=O)CC3)CC2)c(C)cc1N. Reaction SMILES: [BH4-:1].[CH2:31]1[O:32][CH2:33][CH2:34][CH2:35]1.[CH3:36][OH:37].[CH3:3][c:4]1[c:5]([N:15]2[CH2:16][CH2:17][CH:18]([N:21]3[CH2:22][CH2:23][N:24]([S:27](=[O:28])(=[O:29])[CH3:30])[CH2:25][CH2:26]3)[CH2:19][CH2:20]2)[cH:6][c:7]([O:13][CH3:14])[c:8]([N+:10]([O-:11])=[O:12])[cH:9]1.[Na+:2].[Ni:44]([Cl:45])[Cl:46].[OH2:38].[OH2:39].[OH2:40].[OH2:41].[OH2:42].[OH2:43]>>[CH3:3][c:4]1[c:5]([N:15]2[CH2:16][CH2:17][CH:18]([N:21]3[CH2:22][CH2:23][N:24]([S:27](=[O:28])(=[O:29])[CH3:30])[CH2:25][CH2:26]3)[CH2:19][CH2:20]2)[cH:6][c:7]([O:13][CH3:14])[c:8]([NH2:10])[cH:9]1. Reactants: FC1=C(C(=C(C(=C1CO)F)F)F)F (Pentafluorobenzyl alcohol), C[O-].[Na+] (sodium methoxide), [Na] (sodium). Run in CO (methyl alcohol). Product: COC1=C(C(=C(CO)C(=C1F)F)F)F (4-methoxy-2,3,5,6-tetrafluorobenzyl alcohol). RXN SMILES: [F:1][C:2]1[C:7]([CH2:8][OH:9])=[C:6]([F:10])[C:5]([F:11])=[C:4](F)[C:3]=1[F:13].[CH3:14][O-:15].[Na+].[Na]>CO>[CH3:14][O:15][C:4]1[C:3]([F:13])=[C:2]([F:1])[C:7]([CH2:8][OH:9])=[C:6]([F:10])[C:5]=1[F:11] |f:1.2,^1:16|. Reported procedure: Pentafluorobenzyl alcohol (1.98 g) was added to a stirred solution of sodium methoxide (obtained by dissolving sodium (0.4 g) in methyl alcohol (10 ml) at the ambient temperature, and the mixture heated at the reflux temperature for 3.5 hours. After cooling the mixture, the solvent was removed by evaporation under reduced pressure and the residue partitioned between water and diethyl ether. After separating the ethereal layer and washing with water, it was dried over anhydrous magnesium sulphate... The reactants are C1CCOC1, CP1(=O)CCNCC1, CC(=O)[O-], C=CC(OC(C)=O)c1[nH]c(=O)c2c(ccc3nc(Nc4ccc(F)cc4C)n(C)c32)c1C, c1ccc(P(c2ccccc2)c2ccccc2)cc1. Product: Cc1cc(F)ccc1Nc1nc2ccc3c(C)c(C=CCN4CCP(C)(=O)CC4)[nH]c(=O)c3c2n1C. As a reaction SMILES: [CH2:64]1[O:65][CH2:66][CH2:67][CH2:68]1.[CH3:1][P:2]1(=[O:8])[CH2:3][CH2:4][NH:5][CH2:6][CH2:7]1.[CH3:60][C:61](=[O:62])[O-:63].[F:28][c:29]1[cH:30][c:31]([CH3:59])[c:32]([NH:35][c:36]2[n:37]([CH3:58])[c:38]3[c:39]([cH:40][cH:41][c:42]4[c:43]([CH3:56])[c:44]([CH:49]([CH:50]=[CH2:51])[O:52][C:53](=[O:54])[CH3:55])[nH:45][c:46](=[O:48])[c:47]34)[n:57]2)[cH:33][cH:34]1.[c:9]1([P:10]([c:11]2[cH:12][cH:13][cH:14][cH:15][cH:16]2)[c:17]2[cH:18][cH:19][cH:20][cH:21][cH:22]2)[cH:23][cH:24][cH:25][cH:26][cH:27]1>>[CH3:1][P:2]1(=[O:8])[CH2:3][CH2:4][N:5]([CH2:51][CH:50]=[CH:49][c:44]2[c:43]([CH3:56])[c:42]3[cH:41][cH:40][c:39]4[c:38]([n:37]([CH3:58])[c:36]([NH:35][c:32]5[c:31]([CH3:59])[cH:30][c:29]([F:28])[cH:34][cH:33]5)[n:57]4)[c:47]3[c:46](=[O:48])[nH:45]2)[CH2:6][CH2:7]1.